Dataset: the Open Reaction Database (ORD), a public repository of structured organic reaction records. Task: describe an organic reaction: reactants, conditions, products, and yield Starting materials: Cl (hydrochloric acid), CC[C@@]1(C2=C(COC1=O)C(=O)N3CC4=C(C3=C2)N=C5C=CC(=C(C5=C4)CN(C)C)O)O.CC(=O)O (topotecan acetate). Solvent: O (water). Reaction conditions: temperature 27 celsius, time 15 minute. Yields the product CC[C@@]1(C2=C(COC1=O)C(=O)N3CC=4C=C5C(C=CC(=C5CN(C)C)O)=NC4C3=C2)O.Cl (Topotecan Hydrochloride). Reaction SMILES: [ClH:1].[CH3:2][CH2:3][C@@:4]1([OH:32])[C:9](=[O:10])[O:8][CH2:7][C:6]2[C:11]([N:13]3[C:17](=[CH:18][C:5]1=2)[C:16]1[N:19]=[C:20]2[C:25](=[CH:26][C:15]=1[CH2:14]3)[C:24]([CH2:27][N:28]([CH3:30])[CH3:29])=[C:23]([OH:31])[CH:22]=[CH:21]2)=[O:12].CC(O)=O>O>[CH3:2][CH2:3][C@@:4]1([OH:32])[C:9](=[O:10])[O:8][CH2:7][C:6]2[C:11]([N:13]3[C:17](=[CH:18][C:5]1=2)[C:16]1[N:19]=[C:20]2[CH:21]=[CH:22][C:23]([OH:31])=[C:24]([CH2:27][N:28]([CH3:29])[CH3:30])[C:25]2=[CH:26][C:15]=1[CH2:14]3)=[O:12].[ClH:1] |f:1.2,4.5|. Procedure details: 8.7 L of water and 78 ml of 0.1 N hydrochloric acid were charged into a reactor and stirred for 15 minutes. 250 g of topotecan acetate prepared according to Example 2 was charged into the above reactor and stirred for 15 minutes. The obtained solution was filtered through a 0.22-micron filter. The filtrate and 8.8 L of isopropyl alcohol were charged into a flask and concentrated at 35.8° C. under a vacuum of −0.95 Kg/cm2 until 5 L of the solvent remained (distillate quantity 10.5 L). Then the re... The solvent is C1(=CC=CC=C1)C (toluene). Yield: 80.2%. The reactants are Cl.NCCOC1=C(C#N)C=CC(=C1)Br (2-(2-aminoethoxy)-4-bromobenzonitrile hydrochloride), C[Al](C)C (trimethylaluminum). RXN SMILES: Cl.[NH2:2][CH2:3][CH2:4][O:5][C:6]1[CH:13]=[C:12]([Br:14])[CH:11]=[CH:10][C:7]=1[C:8]#[N:9].C[Al](C)C>C1(C)C=CC=CC=1>[Br:14][C:12]1[CH:11]=[CH:10][C:7]2[C:8](=[NH:9])[NH:2][CH2:3][CH2:4][O:5][C:6]=2[CH:13]=1 |f:0.1|. Procedure details: To a flask was charged 37 (9.00 g, 32.4 mmol) and toluene (90.0 ml). The suspension was cooled to 0° C. and was added trimethylaluminum (1.8 equiv., 58.4 mmol, 2M in toluene) drop-wise over 30 minutes. The suspension was then stirred at room temperature for 1 h and then warmed to 100° C. After 5 h, the solution was cooled to 0° C. and quenched with aqueous NaOH (2N, 90.0 ml). The suspension was extracted with EtOAc (4×90 ml) and the combined extracts were dried over then filtered through Celite®... Yields the product BrC1=CC2=C(C(NCCO2)=N)C=C1 (8-bromo-3,4-dihydrobenzo[f][1,4]oxazepin-5(2H)-imine). Run at temperature 0 celsius, time 1 hour.